This data is from the Open Reaction Database (ORD), a public repository of structured organic reaction records. The task is: describe an organic reaction: reactants, conditions, products, and yield Starting materials: ClC1=C(C#N)C=CC(=C1)Cl (2,4-dichlorobenzonitrile), [K] (potassium), ClC1=C(C=CC(=C1)Cl)O (2,4-dichlorophenol). The solvent is CC(=O)N(C)C (dimethyl acetamide). Product: ClC1=C(C#N)C=CC(=C1)OC1=C(C=C(C=C1)Cl)Cl (2-chloro-4-(2',4'-dichlorophenoxy)benzonitrile). As a reaction SMILES: [Cl:1][C:2]1[CH:9]=[C:8](Cl)[CH:7]=[CH:6][C:3]=1[C:4]#[N:5].[K].[Cl:12][C:13]1[CH:18]=[C:17]([Cl:19])[CH:16]=[CH:15][C:14]=1[OH:20]>CC(N(C)C)=O>[Cl:1][C:2]1[CH:9]=[C:8]([O:20][C:14]2[CH:15]=[CH:16][C:17]([Cl:19])=[CH:18][C:13]=2[Cl:12])[CH:7]=[CH:6][C:3]=1[C:4]#[N:5] |^1:10|. Procedure: A stirred solution of 2,4-dichlorobenzonitrile (51.6 g., 0.03 mole) and the potassium salt of 2,4-dichlorophenol (60.3 g., 0.03 mole) in 250 ml. of dimethyl acetamide was heated for 24 hours at 120° C. The cooled reaction mixture was diluted with 1000 ml. of water and the resultant oil was extracted with ether. Evaporation of the ether solution gave 88.0 g. of brown oil. Analysis by v.p.c. showed a 2:1 mixture of the desired compound and the isomeric 4-chloro-2-(2',4'-dichlorophenoxy) benzonitri... Starting materials: COC(=O)CCS(=O)(=O)Cl, CC(Cl)Cl, Cl, Nc1ccc(F)cc1C(F)(F)F, c1ccncc1. The product is COC(=O)CCS(=O)(=O)Nc1ccc(F)cc1C(F)(F)F. As a reaction SMILES: [CH3:13][O:14][C:15]([CH2:16][CH2:17][S:18](=[O:19])(=[O:20])[Cl:21])=[O:22].[Cl:23][CH:24]([Cl:25])[CH3:26].[ClH:27].[F:1][c:2]1[cH:3][c:4]([C:9]([F:10])([F:11])[F:12])[c:5]([NH2:6])[cH:7][cH:8]1.[cH:28]1[cH:29][cH:30][n:31][cH:32][cH:33]1>>[F:1][c:2]1[cH:3][c:4]([C:9]([F:10])([F:11])[F:12])[c:5]([NH:6][S:18]([CH2:17][CH2:16][C:15]([O:14][CH3:13])=[O:22])(=[O:19])=[O:20])[cH:7][cH:8]1. The solvent is C(C)OCC (diethyl ether). Reagents/catalysts: [BH4-].[Zn+2].[BH4-] (zinc borohydride). The reactants are FC1=CC=C(C=C1)C(C(C(=O)OCC)CC1=CC(=CC=C1)C(C(C(F)F)(F)F)=O)=O (ethyl 3-(4-fluorophenyl)-2-[3-(2,2,3,3-tetrafluoropropionyl)benzyl]-3-oxopropionate), Cl (hydrochloric acid). RXN SMILES: [F:1][C:2]1[CH:7]=[CH:6][C:5]([C:8](=[O:30])[CH:9]([CH2:15][C:16]2[CH:21]=[CH:20][CH:19]=[C:18]([C:22](=[O:29])[C:23]([F:28])([F:27])[CH:24]([F:26])[F:25])[CH:17]=2)[C:10]([O:12][CH2:13][CH3:14])=[O:11])=[CH:4][CH:3]=1.Cl>C(OCC)C.[BH4-].[Zn+2].[BH4-]>[F:1][C:2]1[CH:3]=[CH:4][C:5]([CH:8]([OH:30])[CH:9]([CH2:15][C:16]2[CH:21]=[CH:20][CH:19]=[C:18]([CH:22]([OH:29])[C:23]([F:28])([F:27])[CH:24]([F:25])[F:26])[CH:17]=2)[C:10]([O:12][CH2:13][CH3:14])=[O:11])=[CH:6][CH:7]=1 |f:3.4.5|. Procedure: While stirring zinc chloride (4.16 g, 30.5 mmol) in diethyl ether (50 ml), sodium borohydride (2.31 g, 61.1 mmol) was added at room temperature, and the mixture was stirred as it was for 2 hrs. Insoluble material in the mixture was removed by filtration and washed with diethyl ether to give a solution of zinc borohydride in diethyl ether. To the obtained solution was added a solution of ethyl 3-(4-fluorophenyl)-2-[3-(2,2,3,3-tetrafluoropropionyl)benzyl]-3-oxopropionate (6.540 g, 15.27 mmol) in d... Run at time 20 minute. Yields the product FC1=CC=C(C=C1)C(C(C(=O)OCC)CC1=CC(=CC=C1)C(C(C(F)F)(F)F)O)O (ethyl (2RS,3RS)-3-(4-fluorophenyl)-3-hydroxy-2-[3-(2,2,3,3-tetrafluoro-1-hydroxypropyl)benzyl]propionate). Starting materials: [OH-].[K+] (potassium hydroxide), C(C#C)O (propargyl alcohol), C(C1=CC=CC=C1)Cl (benzyl chloride). Solvent: Cl (hydrochloric acid). Run at temperature 25 celsius. Yields the product C(C#C)OCC1=CC=CC=C1 (propargylbenzyl ether). Isolated yield 69.6%. RXN SMILES: [OH-].[K+].[CH2:3]([OH:6])[C:4]#[CH:5].[CH2:7](Cl)[C:8]1[CH:13]=[CH:12][CH:11]=[CH:10][CH:9]=1>Cl>[CH2:3]([O:6][CH2:7][C:8]1[CH:13]=[CH:12][CH:11]=[CH:10][CH:9]=1)[C:4]#[CH:5] |f:0.1|. Reported procedure: Alternatively, solid potassium hydroxide (12.3 g, 0.22 mole) was stirred with propargyl alcohol (6.0 ml, 0.11 mole) and benzyl chloride (12.8 ml, 0.11 mole) at 60° C. for 16 hours. After cooling to 25° C., hydrochloric acid (80 ml, 3.0M aqueous solution) was added and extracted with hexanes (100 ml, 50 ml). The combined organic extracts were dried over magnesium sulfate and the solvent evaporated. The residue was distilled at 100 torr to afford propargylbenzyl ether as a colorless liquid (bp 140... Reactants: c1ccc5c(c1)ccc4oc3ccc2ccccc2c3c45 (substrate), Br[Mg]c1ccccc1 (effective_coupling_partner). Conditions: temperature 80 celsius, time 2 hour. Yields the product Oc2ccc1ccccc1c2c4c(c3ccccc3)ccc5ccccc45. Reactants: C(C)(=O)CCN=C=O (2-acetylethyl isocyanate), FC=1C(NC(NC1)=O)=O (5-fluorouracil), resultant mixture. Solvent: CN(C(C)=O)C (N,N-dimethylacetamide), C(C)(=O)OCC (ethyl acetate). Reaction conditions: time 5 hour. Yields the product C(C)(=O)CCNC(=O)N1C(=O)NC(=O)C(=C1)F (1-[N-(2-acetylethyl)carbamoyl]-5-fluorouracil). As a reaction SMILES: [C:1]([CH2:4][CH2:5][N:6]=[C:7]=[O:8])(=[O:3])[CH3:2].[F:9][C:10]1[C:11](=[O:17])[NH:12][C:13](=[O:16])[NH:14][CH:15]=1>CN(C)C(=O)C.C(OCC)(=O)C>[C:1]([CH2:4][CH2:5][NH:6][C:7]([N:14]1[CH:15]=[C:10]([F:9])[C:11](=[O:17])[NH:12][C:13]1=[O:16])=[O:8])(=[O:3])[CH3:2]. Procedure: To the above solution of 2-acetylethyl isocyanate was added a solution of 5-fluorouracil (2.60 g.) in N,N-dimethylacetamide (15 ml.) at 80° C. and stirred for further 5 hours at the same temperature. The resultant mixture was diluted with ethyl acetate (200 ml.), washed with water (each 30 ml., 3 times), dried over magnesium sulfate, treated with activated charcoal, filtered and evaporated in vacuo. The residue was recrystallized from ethyl acetate to give 1-[N-(2-acetylethyl)carbamoyl]-5-fluoro... Reactants: OCCNCCO (bis-(2-hydroxyethyl)amine), [OH-].[Na+] (sodium hydroxide), BrC(C(=O)OC)(C)C (Methyl 2-bromo-2-methylpropanoate), Cl (hydrochloric acid), [OH-].[Na+] (sodium hydroxide). Run in C(C)N(CC)CC (triethylamine), C(CC)O (1-propanol). Yields the product OCCN(CCO)C(C(=O)O)(C)C (2-[N,N-bis-(2-hydroxyethyl)amino]-2-methylpropanoic acid). As a reaction SMILES: Br[C:2]([CH3:8])([CH3:7])[C:3]([O:5]C)=[O:4].[OH:9][CH2:10][CH2:11][NH:12][CH2:13][CH2:14][OH:15].[OH-].[Na+].Cl>C(O)CC.C(N(CC)CC)C>[OH:9][CH2:10][CH2:11][N:12]([C:2]([CH3:8])([CH3:7])[C:3]([OH:5])=[O:4])[CH2:13][CH2:14][OH:15] |f:2.3|. Procedure: Methyl 2-bromo-2-methylpropanoate (181.04 grams, 1 mole) is dissolved in 1-propanol (500 ml.) and bis-(2-hydroxyethyl)amine (105.14 grams, 2 moles) and triethylamine (111.1 grams, 1.1 moles are added and the mixture stirred and heated at reflux for 3 hours. The mixture is treated with 10 normal sodium hydroxide (110 ml., 1.1 moles) and the solvents are removed by distillation in vacuo. The residue is filtered and the solid washed with 1-propanol. The combined filtrates are dissolved in ethanol (...